describe an organic reaction: reactants, conditions, products, and yield From a dataset of the Open Reaction Database (ORD), a public repository of structured organic reaction records. Starting materials: ClCCl, CNC(=O)c1cc(Oc2ccc3nc(SC)oc3c2)ccn1, O=C(OO)c1cccc(Cl)c1. The product is CNC(=O)c1cc(Oc2ccc3nc(S(C)=O)oc3c2)ccn1. RXN SMILES: [CH2:34]([Cl:35])[Cl:36].[CH3:1][S:2][c:3]1[o:4][c:5]2[c:6]([n:7]1)[cH:8][cH:9][c:10]([O:12][c:13]1[cH:14][c:15]([C:19](=[O:20])[NH:21][CH3:22])[n:16][cH:17][cH:18]1)[cH:11]2.[OH:23][O:24][C:25]([c:26]1[cH:27][c:28]([Cl:29])[cH:30][cH:31][cH:32]1)=[O:33]>>[CH3:1][S:2]([c:3]1[o:4][c:5]2[c:6]([n:7]1)[cH:8][cH:9][c:10]([O:12][c:13]1[cH:14][c:15]([C:19](=[O:20])[NH:21][CH3:22])[n:16][cH:17][cH:18]1)[cH:11]2)=[O:23]. Starting materials: C(C)(C)(C)OC(COC1=NC=C(C=C1Br)Cl)=O (tert-butyl[(3-bromo-5-chloropyridin-2-yl)oxy]acetate), C(#C)C1=C(C=CC(=C1)S(=O)(=O)CCC)C (2-ethynyl-1-methyl-4-(propane-1-sulfonyl)-benzene), C(#C)C1=C(C=CC(=C1)S(=O)(=O)CCC)C (2-ethynyl-1-methyl-4-(propane-1-sulfonyl)-benzene), BrC1=C(C=CC(=C1)Cl)OCOC (2-bromo-4-chloro-1-(methoxymethoxy)benzene), BrC1=C(C=CC(=C1)Cl)OCOC (2-bromo-4-chloro-1-(methoxymethoxy)benzene). Yields the product C(CC)S(=O)(=O)C1=CC(=C(C=C1)C)C#CC1=C(C=CC(=C1)Cl)OCOC (3-{[5-chloro-2-(methoxymethoxy)phenyl]ethynyl}-4-methylphenyl propyl sulfone). The yield is 70.0%. As a reaction SMILES: C(OC(=O)COC1C(Br)=CC(Cl)=CN=1)(C)(C)C.Br[C:19]1[CH:24]=[C:23]([Cl:25])[CH:22]=[CH:21][C:20]=1[O:26][CH2:27][O:28][CH3:29].[C:30]([C:32]1[CH:37]=[C:36]([S:38]([CH2:41][CH2:42][CH3:43])(=[O:40])=[O:39])[CH:35]=[CH:34][C:33]=1[CH3:44])#[CH:31]>>[CH2:41]([S:38]([C:36]1[CH:35]=[CH:34][C:33]([CH3:44])=[C:32]([C:30]#[C:31][C:19]2[CH:24]=[C:23]([Cl:25])[CH:22]=[CH:21][C:20]=2[O:26][CH2:27][O:28][CH3:29])[CH:37]=1)(=[O:39])=[O:40])[CH2:42][CH3:43]. Procedure: Following the general method as outlined in Intermediate 183, starting from 2-bromo-4-chloro-1-(methoxymethoxy)benzene (Intermediate 265) and 2-ethynyl-1-methyl-4-(propane-1-sulfonyl)-benzene (Intermediate 40), the title compound was obtained as a white solid in 70% yield after purification by flash column chromatography (silica), eluting with cyclohexane containing increasing amounts of EtOAc.